This data is from the Open Reaction Database (ORD), a public repository of structured organic reaction records. The task is: describe an organic reaction: reactants, conditions, products, and yield The reactants are C1CCOC1, CCO, Cc1c(C)c2ccc(C=CCCCN3CCN(c4cccc(Cl)c4Cl)CC3)nc2[nH]c1=O. The product is Cc1c(C)c2ccc(CCCCCN3CCN(c4cccc(Cl)c4Cl)CC3)nc2[nH]c1=O. RXN SMILES: [CH2:33]1[O:34][CH2:35][CH2:36][CH2:37]1.[CH3:38][CH2:39][OH:40].[Cl:1][c:2]1[c:3]([N:9]2[CH2:10][CH2:11][N:12]([CH2:15][CH2:16][CH2:17][CH:18]=[CH:19][c:20]3[cH:21][cH:22][c:23]4[c:24]([CH3:32])[c:25]([CH3:31])[c:26](=[O:30])[nH:27][c:28]4[n:29]3)[CH2:13][CH2:14]2)[cH:4][cH:5][cH:6][c:7]1[Cl:8]>>[Cl:1][c:2]1[c:3]([N:9]2[CH2:10][CH2:11][N:12]([CH2:15][CH2:16][CH2:17][CH2:18][CH2:19][c:20]3[cH:21][cH:22][c:23]4[c:24]([CH3:32])[c:25]([CH3:31])[c:26](=[O:30])[nH:27][c:28]4[n:29]3)[CH2:13][CH2:14]2)[cH:4][cH:5][cH:6][c:7]1[Cl:8]. Starting materials: Cl, CCn1c(=O)n(O)c(=O)c2cc(F)c(N3CCC(CN)C3)cc21. Yields the product CCn1c(=O)n(O)c(=O)c2cc(F)c(N3CCCCC3)cc21. RXN SMILES: [ClH:24].[NH2:1][CH2:2][CH:3]1[CH2:4][N:5]([c:8]2[c:9]([F:23])[cH:10][c:11]3[c:12](=[O:22])[n:13]([OH:21])[c:14](=[O:20])[n:15]([CH2:18][CH3:19])[c:16]3[cH:17]2)[CH2:6][CH2:7]1>>[CH2:2]1[CH2:3][CH2:7][CH2:6][N:5]([c:8]2[c:9]([F:23])[cH:10][c:11]3[c:12](=[O:22])[n:13]([OH:21])[c:14](=[O:20])[n:15]([CH2:18][CH3:19])[c:16]3[cH:17]2)[CH2:4]1.